This data is from the Open Reaction Database (ORD), a public repository of structured organic reaction records. The task is: describe an organic reaction: reactants, conditions, products, and yield Reactants: O=C(O)C(Br)CCCCN1C(=O)c2ccccc2C1=O, NC(C(=O)NCCc1ccccc1)C(=O)NCCc1ccccc1, O=C(O)C(F)(F)F. The product is O=C(NC(C(=O)NCCc1ccccc1)C(=O)NCCc1ccccc1)C(Br)CCCCN1C(=O)c2ccccc2C1=O. RXN SMILES: [Br:32][CH:33]([C:34](=[O:35])[OH:36])[CH2:37][CH2:38][CH2:39][CH2:40][N:41]1[C:42](=[O:51])[c:43]2[c:44]([cH:47][cH:48][cH:49][cH:50]2)[C:45]1=[O:46].[CH2:8]([CH2:9][c:10]1[cH:11][cH:12][cH:13][cH:14][cH:15]1)[NH:16][C:17]([CH:18]([C:19](=[O:20])[NH:21][CH2:22][CH2:23][c:24]1[cH:25][cH:26][cH:27][cH:28][cH:29]1)[NH2:30])=[O:31].[F:1][C:2]([F:3])([F:4])[C:5]([OH:6])=[O:7]>>[CH2:8]([CH2:9][c:10]1[cH:11][cH:12][cH:13][cH:14][cH:15]1)[NH:16][C:17]([CH:18]([C:19](=[O:20])[NH:21][CH2:22][CH2:23][c:24]1[cH:25][cH:26][cH:27][cH:28][cH:29]1)[NH:30][C:34]([CH:33]([Br:32])[CH2:37][CH2:38][CH2:39][CH2:40][N:41]1[C:42](=[O:51])[c:43]2[c:44]([cH:47][cH:48][cH:49][cH:50]2)[C:45]1=[O:46])=[O:35])=[O:31]. Reactants: ClC1=CC=C(C(=O)C2=CC(=CN2C)C(CC=2N=CN(C2)C(C2=CC=CC=C2)(C2=CC=CC=C2)C2=CC=CC=C2)=O)C=C1 (1-[5-(4-chlorobenzoyl)-1-methyl-1H-pyrrol-3-yl]-2-(1-trityl-1H-imidazol-4yl)ethanone), Cl (HCl). The solvent is CO (MeOH). Product: ClC1=CC=C(C=C1)C(=O)C=1N(C=C(C1)C(=O)C=1NC=NC1)C ((4-chlorophenyl)-[4-(3H-imidazole-4-carbonyl)-1-methyl-1H-pyrrol-2-yl]methanone). Reaction SMILES: [Cl:1][C:2]1[CH:42]=[CH:41][C:5]([C:6]([C:8]2[N:12]([CH3:13])[CH:11]=[C:10]([C:14](=[O:40])[CH2:15][C:16]3[N:17]=[CH:18][N:19](C(C4C=CC=CC=4)(C4C=CC=CC=4)C4C=CC=CC=4)C=3)[CH:9]=2)=[O:7])=[CH:4][CH:3]=1.Cl>CO>[Cl:1][C:2]1[CH:42]=[CH:41][C:5]([C:6]([C:8]2[N:12]([CH3:13])[CH:11]=[C:10]([C:14]([C:15]3[NH:19][CH:18]=[N:17][CH:16]=3)=[O:40])[CH:9]=2)=[O:7])=[CH:4][CH:3]=1. Procedure details: A 2.0 g sample of 1-[5-(4-chlorobenzoyl)-1-methyl-1H-pyrrol-3-yl]-2-(1-trityl-1H-imidazol-4yl)ethanone was stirred in 50 mL of MeOH and 35 mL of 2 N HCl for 5 h. The solvent was evaporated in vacuo and the resulting residue was passed through a Biotage Flash 40L (silica gel; CH2Cl2:MeOH) to give 0.14 g of (4-chlorophenyl)-[4-(3H-imidazole-4-carbonyl)-1-methyl-1H-pyrrol-2-yl]methanone: mp.198-200° C. CI-MS m/z=314 (M++H). 1HNMR (CD3CN) δ 8.4 (ar, 1H); 7.9-7.8 (ar, 4H); 7.7 (ar, 1H); 7.6 (ar, 3H);... The product is OCC(O)C1CCCCO1. Reaction SMILES: [Cl:11][CH2:12][Cl:13].[O:1]1[CH2:2][CH2:3][CH2:4][CH:5]=[CH:6]1.[OH2:14].[OH:7][CH2:8][CH2:9][OH:10].[c:15]1([CH3:16])[cH:17][cH:18][c:19]([S:20]([OH:21])(=[O:22])=[O:23])[cH:24][cH:25]1>>[O:1]1[CH2:2][CH2:3][CH2:4][CH2:5][CH:6]1[CH:9]([CH2:8][OH:7])[OH:10]. The reactants are ClCCl, C1=COCCC1, O, OCCO, Cc1ccc(S(=O)(=O)O)cc1. Starting materials: COCN1C(CN=C(C2=C1C=CC(=C2)[N+](=O)[O-])C2=CC=CC=C2)=O (1,3-dihydro-1-methoxymethyl-7-nitro-5-phenyl-2H-1,4-benzodiazepin-2-one), O.O.O.C(C)(=O)[O-].[Na+] (sodium acetate trihydrate), O1CCCC1 (tetrahydrofuran), stannous chloride dihydrate. The solvent is CO (methanol). The product is ONC=1C=CC2=C(C(=NCC(N2COC)=O)C2=CC=CC=C2)C1 (1,3-dihydro-7-hydroxyamino-1-methoxymethyl-5-phenyl-2H-1,4-benzodiazepin-2-one). Reaction SMILES: [CH3:1][O:2][CH2:3][N:4]1[C:10]2[CH:11]=[CH:12][C:13]([N+:15]([O-])=[O:16])=[CH:14][C:9]=2[C:8]([C:18]2[CH:23]=[CH:22][CH:21]=[CH:20][CH:19]=2)=[N:7][CH2:6][C:5]1=[O:24].O1CCCC1.O.O.O.C([O-])(=O)C.[Na+]>CO>[OH:16][NH:15][C:13]1[CH:12]=[CH:11][C:10]2[N:4]([CH2:3][O:2][CH3:1])[C:5](=[O:24])[CH2:6][N:7]=[C:8]([C:18]3[CH:19]=[CH:20][CH:21]=[CH:22][CH:23]=3)[C:9]=2[CH:14]=1 |f:2.3.4.5.6|. Procedure details: A mixture of 33 g. (0.1 mol) of 1,3-dihydro-1-methoxymethyl-7-nitro-5-phenyl-2H-1,4-benzodiazepin-2-one, 1 l. of tetrahydrofuran, 1 l. of methanol. 113 g. (0.5 mol) of stannous chloride dihydrate and 136 g. (1 mol) of sodium acetate trihydrate was stirred at room temperature for 6 hrs. under an atmosphere of nitrogen. The inorganic salts were separated by filtration over celite. The filtrate was evaporated and the residue was partitioned between methylene chloride and 1N sodium hydroxide solutio... The reactants are Cl.C1(CC1)CN1CC2=C(CC1)N(N=C2C2=CC=C(C=C2)F)[C@H]2[C@@H](CC1=C(C=C(C=C21)F)F)O ((1R,2R)-1-[5-cyclopropylmethyl-3-(4-fluoro-phenyl)-4,5,6,7-tetrahydro-pyrazolo[4,3-c]pyridin-1-yl]-4,6-difluoro-indan-2-ol, hydrochloride salt). The solvent is CC#N (CH3CN). Yields the product Cl.C1(CC1)CN1CC2=C(CC1)N(N=C2C2=CC=C(C=C2)F)C2C(CC1=C(C=C(C=C21)F)F)O (1-[5-Cyclopropylmethyl-3-(4-fluoro-phenyl)-4,5,6,7-tetrahydro-pyrazolo[4,3-c]pyridin-1-yl]-4,6-difluoro-indan-2-ol, hydrochloride salt). RXN SMILES: [ClH:1].[CH:2]1([CH2:5][N:6]2[CH2:11][CH2:10][C:9]3[N:12]([C@@H:22]4[C:30]5[C:25](=[C:26]([F:32])[CH:27]=[C:28]([F:31])[CH:29]=5)[CH2:24][C@H:23]4[OH:33])[N:13]=[C:14]([C:15]4[CH:20]=[CH:19][C:18]([F:21])=[CH:17][CH:16]=4)[C:8]=3[CH2:7]2)[CH2:4][CH2:3]1>CC#N>[ClH:1].[CH:2]1([CH2:5][N:6]2[CH2:11][CH2:10][C:9]3[N:12]([CH:22]4[C:30]5[C:25](=[C:26]([F:32])[CH:27]=[C:28]([F:31])[CH:29]=5)[CH2:24][CH:23]4[OH:33])[N:13]=[C:14]([C:15]4[CH:16]=[CH:17][C:18]([F:21])=[CH:19][CH:20]=4)[C:8]=3[CH2:7]2)[CH2:3][CH2:4]1 |f:0.1,3.4|. Procedure details: The examples in the following table 8 were obtained according to Scheme 12 by following a reaction according to the synthesis of (18a). Sometimes, CH3CN was used instead of DMF and the temperature was decreased to 50° C.